This data is from the Open Reaction Database (ORD), a public repository of structured organic reaction records. The task is: describe an organic reaction: reactants, conditions, products, and yield Reactants: S(=O)(Cl)Cl (thionyl chloride), CN(C=O)C (dimethyl formamide), FC1=CC(=C(C(=C1)[N+](=O)[O-])O)[N+](=O)[O-] (4-fluoro-2,6-dinitrophenol). Run in C1=CC=CC=C1 (benzene). Conditions: time 10 minute. The product is ClC1=C(C=C(C=C1[N+](=O)[O-])F)[N+](=O)[O-] (2-chloro-5-fluoro-1,3-dinitro-benzene). The yield is 98.8%. RXN SMILES: CN(C)C=O.S(Cl)([Cl:8])=O.[F:10][C:11]1[CH:16]=[C:15]([N+:17]([O-:19])=[O:18])[C:14](O)=[C:13]([N+:21]([O-:23])=[O:22])[CH:12]=1>C1C=CC=CC=1>[Cl:8][C:14]1[C:15]([N+:17]([O-:19])=[O:18])=[CH:16][C:11]([F:10])=[CH:12][C:13]=1[N+:21]([O-:23])=[O:22]. Procedure: To 1.9 mL (24.74 mmol) of dimethyl formamide dissolved in 20 mL benzene was added 2.7 mL (37.11 mmol) thionyl chloride. The mixture was stirred for 10 minutes and 5.0 g (24.74 mmol) 4-fluoro-2,6-dinitrophenol was added. The mixture was refluxed 6 hours, cooled and concentrated under reduced pressure. The residue was recrystallized from ethanol to give 2-chloro-5-fluoro-1,3-dinitro-benzene (5.39 g). Reactants: NC=1C=C(OC2=CC=NC=3NC(C=NC32)=O)C=CC1 (8-(3-aminophenoxy)pyrido[2,3-b]pyrazin-3(4H)-one), C(C)(C)(C)C1=NN(C(=C1)N=C=O)C1=CC=CC=C1 (3-tert-butyl-5-isocyanato-1-phenyl-1H-pyrazole). Product: C(C)(C)(C)C1=NN(C(=C1)NC(=O)NC1=CC(=CC=C1)OC1=CC=NC=2NC(C=NC21)=O)C2=CC=CC=C2 (1-(3-tert-butyl-1-phenyl-1H-pyrazol-5-yl)-3-(3-(3-oxo-3,4-dihydropyrido[2,3-b]pyrazin-8-yloxy)phenyl)urea), solid. Yield: 62.0%. RXN SMILES: [NH2:1][C:2]1[CH:3]=[C:4]([CH:17]=[CH:18][CH:19]=1)[O:5][C:6]1[C:15]2[N:14]=[CH:13][C:12](=[O:16])[NH:11][C:10]=2[N:9]=[CH:8][CH:7]=1.[C:20]([C:24]1[CH:28]=[C:27]([N:29]=[C:30]=[O:31])[N:26]([C:32]2[CH:37]=[CH:36][CH:35]=[CH:34][CH:33]=2)[N:25]=1)([CH3:23])([CH3:22])[CH3:21]>>[C:20]([C:24]1[CH:28]=[C:27]([NH:29][C:30]([NH:1][C:2]2[CH:19]=[CH:18][CH:17]=[C:4]([O:5][C:6]3[C:15]4[N:14]=[CH:13][C:12](=[O:16])[NH:11][C:10]=4[N:9]=[CH:8][CH:7]=3)[CH:3]=2)=[O:31])[N:26]([C:32]2[CH:37]=[CH:36][CH:35]=[CH:34][CH:33]=2)[N:25]=1)([CH3:23])([CH3:21])[CH3:22]. Procedure details: Method F2 was used with 8-(3-aminophenoxy)pyrido[2,3-b]pyrazin-3(4H)-one and 3-tert-butyl-5-isocyanato-1-phenyl-1H-pyrazole to afford the title compound as a slightly yellow solid (97 mg, 62%). The reactants are C(C)(C)(C)OC(=O)N1CCC(CC1)(C(=O)O)CC1=CC=CC=C1 (N-tert-butyloxycarbonyl-4-benzylpiperidine-4-carboxylic acid), CN (methyl amine), CCN(C(C)C)C(C)C (DIEA), CCN=C=NCCCN(C)C (EDAC), C1=CC2=C(N=C1)N(N=N2)O (HOAt). Solvent: C(Cl)Cl (methylene chloride), C(Cl)Cl (Methylene chloride). Reaction conditions: time 15 minute. Yields the product C(C)(C)(C)OC(=O)N1CCC(CC1)(C(NC)=O)CC1=CC=CC=C1 (4-benzyl-4-methylcarbamoylpiperidine-1-carboxylic acid tert-butyl ester). The yield is 93.6%. As a reaction SMILES: [C:1]([O:5][C:6]([N:8]1[CH2:13][CH2:12][C:11]([CH2:17][C:18]2[CH:23]=[CH:22][CH:21]=[CH:20][CH:19]=2)([C:14](O)=[O:15])[CH2:10][CH2:9]1)=[O:7])([CH3:4])([CH3:3])[CH3:2].C[CH2:25][N:26]=C=NCCCN(C)C.C1C=NC2N(O)N=NC=2C=1.CN.CCN(C(C)C)C(C)C>C(Cl)Cl>[C:1]([O:5][C:6]([N:8]1[CH2:13][CH2:12][C:11]([CH2:17][C:18]2[CH:23]=[CH:22][CH:21]=[CH:20][CH:19]=2)([C:14](=[O:15])[NH:26][CH3:25])[CH2:10][CH2:9]1)=[O:7])([CH3:4])([CH3:3])[CH3:2]. Procedure details: N-tert-butyloxycarbonyl-4-benzylpiperidine-4-carboxylic acid (3.0 g; 9.0 mmol) was dissolved in methylene chloride (25 ml) and EDAC (1.8 g; 9.0 mmol) and HOAt (1.3 g; 9.0 mmol) was added. The mixture was stirred for 15 min, then methyl amine (33% in ethanol; 2.3 ml; 18 mmol) and DIEA (1.6 ml; 9.0 mmol) was added and the mixture was stirred overnight. Methylene chloride (100 ml) was added and the mixture was washed with a saturated aqueous solution of sodium hydrogen carbonate (50 ml) and a aqueo... Product: CC1=C(C(=NO1)C1=CC=C(C=C1)C)CO ((5-Methyl-3-p-tolyl-isoxazol-4-yl)-methanol). The yield is 37.8%. Reactants: C(C)OC(=O)C=1C(=NOC1C)C1=CC=C(C=C1)C (5-methyl-3-p-tolyl-isoxazole-4-carboxylic acid ethyl ester), C(C)OC(=O)C=1C(=NOC1C)C=1C=C(C=CC1)C (5-methyl-3-m-tolyl-isoxazole-4-carboxylic acid ethyl ester). As a reaction SMILES: C([O:3][C:4]([C:6]1[C:7]([C:12]2[CH:17]=[CH:16][C:15]([CH3:18])=[CH:14][CH:13]=2)=[N:8][O:9][C:10]=1[CH3:11])=O)C.C(OC(C1C(C2C=C(C)C=CC=2)=NOC=1C)=O)C>>[CH3:11][C:10]1[O:9][N:8]=[C:7]([C:12]2[CH:17]=[CH:16][C:15]([CH3:18])=[CH:14][CH:13]=2)[C:6]=1[CH2:4][OH:3]. Reported procedure: As described for example 249d, 5-methyl-3-p-tolyl-isoxazole-4-carboxylic acid ethyl ester (12.6 g, 51.4 mmol) was converted, instead of 5-methyl-3-m-tolyl-isoxazole-4-carboxylic acid ethyl ester, to the title compound (3.95 g, 38%) which was obtained as a white solid. MS: m/e=204.2 [M+H]+. Reactants: CCCN(CCC)C(=O)c1cc(CBr)cc(C(=O)OCC)c1, CS(C)=O, N#C[Na]. Yields the product CCCN(CCC)C(=O)c1cc(CC#N)cc(C(=O)OCC)c1. RXN SMILES: [Br:1][CH2:2][c:3]1[cH:4][c:5]([C:6](=[O:7])[O:8][CH2:9][CH3:10])[cH:11][c:12]([C:14](=[O:15])[N:16]([CH2:17][CH2:18][CH3:19])[CH2:20][CH2:21][CH3:22])[cH:13]1.[CH3:26][S:27]([CH3:28])=[O:29].[Na:23][C:24]#[N:25]>>[CH2:2]([c:3]1[cH:4][c:5]([C:6](=[O:7])[O:8][CH2:9][CH3:10])[cH:11][c:12]([C:14](=[O:15])[N:16]([CH2:17][CH2:18][CH3:19])[CH2:20][CH2:21][CH3:22])[cH:13]1)[C:24]#[N:25]. The reactants are BrC=1C=C(C(=O)OC)C=CC1C (methyl 3-bromo-4-methylbenzoate), C(CCC)N(CCCC)CCCC (tributylamine), C1(=CC=CC=C1)P(C1=CC=CC=C1)C1=CC=CC=C1 (triphenylphosphine), C(C)(=O)[O-].[Cs+] (Cesium acetate). Reagents/catalysts: C(C)(=O)[O-].[Pd+2].C(C)(=O)[O-] (Palladium acetate). Run in O (water), CN(C)C=O (DMF). Reaction conditions: temperature 90 celsius, time 8 hour. Yields the product COC(=O)C=1C=CC(=C(C(=O)O)C1)C (5-(methoxycarbonyl)-2-methylbenzoic acid). As a reaction SMILES: Br[C:2]1[CH:3]=[C:4]([CH:9]=[CH:10][C:11]=1[CH3:12])[C:5]([O:7][CH3:8])=[O:6].C(N(CCCC)CCCC)CCC.[C:26]([O-:29])(=[O:28])C.[Cs+].C1(P(C2C=CC=CC=2)C2C=CC=CC=2)C=CC=CC=1>C([O-])(=O)C.[Pd+2].C([O-])(=O)C.O.CN(C=O)C>[CH3:8][O:7][C:5]([C:4]1[CH:9]=[CH:10][C:11]([CH3:12])=[C:2]([CH:3]=1)[C:26]([OH:29])=[O:28])=[O:6] |f:2.3,5.6.7|. Procedure details: A pressure vessel was charged with methyl 3-bromo-4-methylbenzoate (5.0 g, 22 mmol), DMF (20 ml), water (1.25 ml) and tributylamine (8 ml, 34 mmol). Cesium acetate (2.1 g, 11 mmol) was then added and the flask was purged with N2. Palladium acetate (0.25 g, 1.0 mmol) and triphenylphosphine (2.9 g, 11 mmol) were added and the flask was purged with CO gas. The reaction mixture was then heated at 90° C. under 20 psi of CO gas with vigorous stirring overnight. The reaction mixture was diluted with 50... Reactants: BrC1=CC=CC=2C3=C(NC12)C1CCN(C3)CC1 (7-bromo-3,4,5,6-tetrahydro-1H-2,5-ethanoazepino[4,3-b]indole), C1(=CC=CC=C1)CCCC=CB1OC(C)(C)C(C)(C)O1 (5-phenyl-1-pentenylboronic acid pinacol ester). Product: C1(=CC=CC=C1)CCC/C=C/C1=CC=CC=2C3=C(NC12)C1CCN(C3)CC1 (7-[(1E)-5-phenylpent-1-enyl]-3,4,5,6-tetrahydro-1H-2,5-ethanoazepino[4,3-b]indole). As a reaction SMILES: Br[C:2]1[C:10]2[NH:9][C:8]3[CH:11]4[CH2:17][CH2:16][N:14]([CH2:15][C:7]=3[C:6]=2[CH:5]=[CH:4][CH:3]=1)[CH2:13][CH2:12]4.[C:18]1([CH2:24][CH2:25][CH2:26][CH:27]=[CH:28]B2OC(C)(C)C(C)(C)O2)[CH:23]=[CH:22][CH:21]=[CH:20][CH:19]=1>>[C:18]1([CH2:24][CH2:25][CH2:26]/[CH:27]=[CH:28]/[C:2]2[C:10]3[NH:9][C:8]4[CH:11]5[CH2:17][CH2:16][N:14]([CH2:15][C:7]=4[C:6]=3[CH:5]=[CH:4][CH:3]=2)[CH2:13][CH2:12]5)[CH:23]=[CH:22][CH:21]=[CH:20][CH:19]=1. Procedure details: A suspension of the product of Example 1B (110 mg, 0.38 mmol) and 5-phenyl-1-pentenylboronic acid pinacol ester (123 mg, 0.45 mmol; Alfa) was processed as described in Example 4 to provide the title compound: 1H NMR (500 MHz, methanol-d4) δ ppm 1.79-1.90 (m, 2 H), 2.00-2.14 (m, 4 H), 2.28-2.37 (m, 2 H), 2.69 (t, J=7.0 Hz, 2 H), 3.00-3.08 (m, 2 H), 3.08-3.11 (m, 1 H), 3.22 (ddd, J=14.1, 8.5, 5.8 Hz, 2 H), 4.20 (s, 2 H), 6.33 (dt, J=15.9, 7.0 Hz, 1 H), 6.77 (d, J=15.9 Hz, 1 H), 6.93 (t, J=7.6 Hz, ... The reactants are CO (MeOH), TEA, C(C1=CC=CC=C1)(C1=CC=CC=C1)(C1=CC=CC=C1)Cl (trityl chloride), TEA, Cl[Si](C)(C)C (chlorotrimethylsilane), O[C@@H]1[C@H](NCC1)C(=O)O (trans-3-hydroxy-(L)-proline), C(C1=CC=CC=C1)O (benzyl alcohol), CC=1C=CC(=CC1)S(=O)(=O)O (pTSA). Run in CCOC(=O)C (EtOAc), C(Cl)Cl (CH2Cl2), C1=CC=CC=C1 (benzene), O (water). Run at time 1 hour. Product: C(C1=CC=CC=C1)(C1=CC=CC=C1)(C1=CC=CC=C1)N1[C@H](C(=O)OCC2=CC=CC=C2)[C@H](CC1)O (N-trityl-3(S)-hydroxy-(L)-proline, benzyl ester). Isolated yield 50.0%. RXN SMILES: [OH:1][C@H:2]1[CH2:6][CH2:5][NH:4][C@@H:3]1[C:7]([OH:9])=[O:8].[CH2:10](O)[C:11]1[CH:16]=[CH:15][CH:14]=[CH:13][CH:12]=1.CC1C=CC(S(O)(=O)=O)=CC=1.Cl[Si](C)(C)C.CO.[C:36](Cl)([C:49]1[CH:54]=[CH:53][CH:52]=[CH:51][CH:50]=1)([C:43]1[CH:48]=[CH:47][CH:46]=[CH:45][CH:44]=1)[C:37]1[CH:42]=[CH:41][CH:40]=[CH:39][CH:38]=1>C1C=CC=CC=1.C(Cl)Cl.CCOC(C)=O.O>[C:36]([N:4]1[CH2:5][CH2:6][C@H:2]([OH:1])[C@H:3]1[C:7]([O:9][CH2:10][C:11]1[CH:16]=[CH:15][CH:14]=[CH:13][CH:12]=1)=[O:8])([C:49]1[CH:54]=[CH:53][CH:52]=[CH:51][CH:50]=1)([C:43]1[CH:48]=[CH:47][CH:46]=[CH:45][CH:44]=1)[C:37]1[CH:42]=[CH:41][CH:40]=[CH:39][CH:38]=1. Procedure details: A mixture trans-3-hydroxy-(L)-proline (Acros, 5.0 g, 38 mmol), benzyl alcohol (8.0 mL, 76 mmol) and pTSA (7.4 g, 38 mmol) in 30 mL of benzene was refluxed overnight while water was removed using a Dean-Stark apparatus. The reaction mixture was cooled to rt, and was concentrated in vacuo to dryness. The residue was dissolved in CH2Cl2 (50 mL) and TEA (32 mL, 0.23 mol) and chlorotrimethylsilane (19 mL, 0.15 mol) were added. After heating the solution at 70° C. for 1 h, the reaction mixture was coo... Product: CCCNc1nc(SCc2csc(-c3ccc(Cl)cc3)n2)c(C#N)c(-c2ccc(OCCOC(=O)C(C)NC(=O)OC(C)(C)C)cc2)c1C#N. Reactants: CC(NC(=O)OC(C)(C)C)C(=O)O, CCN=C=NCCCN(C)C, CN(C)c1ccncc1, CCCNc1nc(SCc2csc(-c3ccc(Cl)cc3)n2)c(C#N)c(-c2ccc(OCCO)cc2)c1C#N, ClCCl, ClCCl, Cl, CN(C)C=O. As a reaction SMILES: [C:39]([CH3:40])([CH3:41])([CH3:42])[O:43][C:44](=[O:45])[NH:46][CH:47]([CH3:48])[C:49](=[O:50])[OH:51].[CH3:53][N:54]([CH3:55])[CH2:56][CH2:57][CH2:58][N:59]=[C:60]=[N:61][CH2:62][CH3:63].[CH3:67][N:68]([CH3:69])[c:70]1[cH:71][cH:72][n:73][cH:74][cH:75]1.[Cl:1][c:2]1[cH:3][cH:4][c:5](-[c:8]2[s:9][cH:10][c:11]([CH2:13][S:14][c:15]3[n:16][c:17]([NH:35][CH2:36][CH2:37][CH3:38])[c:18]([C:33]#[N:34])[c:19](-[c:23]4[cH:24][cH:25][c:26]([O:29][CH2:30][CH2:31][OH:32])[cH:27][cH:28]4)[c:20]3[C:21]#[N:22])[n:12]2)[cH:6][cH:7]1.[Cl:64][CH2:65][Cl:66].[Cl:81][CH2:82][Cl:83].[ClH:52].[O:76]=[CH:77][N:78]([CH3:79])[CH3:80]>>[Cl:1][c:2]1[cH:3][cH:4][c:5](-[c:8]2[s:9][cH:10][c:11]([CH2:13][S:14][c:15]3[n:16][c:17]([NH:35][CH2:36][CH2:37][CH3:38])[c:18]([C:33]#[N:34])[c:19](-[c:23]4[cH:24][cH:25][c:26]([O:29][CH2:30][CH2:31][O:32][C:49]([CH:47]([NH:46][C:44]([O:43][C:39]([CH3:40])([CH3:41])[CH3:42])=[O:45])[CH3:48])=[O:50])[cH:27][cH:28]4)[c:20]3[C:21]#[N:22])[n:12]2)[cH:6][cH:7]1. Reactants: FC(C=1C=C(C=CC1)C(CC(C(F)(F)F)=O)=O)(F)F (1-(3-trifluoromethyl-phenyl)-4,4,4-trifluoro-butane-1,3-dione), 3-trifluoromethyl-acetophenone, NC1=NNC(=C1C#N)C (3-amino-4-cyano-5-methyl-pyrazole). Yields the product CC1=NN2C(N=C(C=C2C(F)(F)F)C2=CC(=CC=C2)C(F)(F)F)=C1C#N (2-Methyl-5-(3-trifluoromethyl-phenyl)-7-trifluoromethyl-pyrazolo[1,5-a]pyrimidine-3-carbonitrile). The yield is 73.5%. RXN SMILES: [F:1][C:2]([F:19])([F:18])[C:3]1[CH:4]=[C:5]([C:9](=O)[CH2:10][C:11](=O)[C:12]([F:15])([F:14])[F:13])[CH:6]=[CH:7][CH:8]=1.[NH2:20][C:21]1[C:25]([C:26]#[N:27])=[C:24]([CH3:28])[NH:23][N:22]=1>>[CH3:28][C:24]1[C:25]([C:26]#[N:27])=[C:21]2[N:20]=[C:9]([C:5]3[CH:6]=[CH:7][CH:8]=[C:3]([C:2]([F:19])([F:18])[F:1])[CH:4]=3)[CH:10]=[C:11]([C:12]([F:15])([F:14])[F:13])[N:22]2[N:23]=1. Procedure details: Reaction of 1-(3-trifluoromethyl-phenyl)-4,4,4-trifluoro-butane-1,3-dione (284 mg, 1.0 mmol), prepared from commercially available 3-trifluoromethyl-acetophenone according to general procedure A, and commercially available 3-amino-4-cyano-5-methyl-pyrazole (122 mg, 1.0 mmol) according to general procedure B yielded the title compound as a light yellow solid (272 mg, 73%). MS (ISP) 371.1 [(M+H)+]; mp 215° C.